From a dataset of the Open Reaction Database (ORD), a public repository of structured organic reaction records. describe an organic reaction: reactants, conditions, products, and yield Reactants: BrC=1C=C2NC[C@@H](N(C2=CC1)C(C(F)(F)F)=O)C ((S)-1-(6-bromo-2-methyl-3,4-dihydroquinoxaline-1(2H)-yl)-2,2,2-trifluoroethanone), N1=CC=CC=C1 (pyridine), FC1=C(C(=O)Cl)C=CC=C1 (2-fluorobenzoyl chloride). Run in ClCCl (dichloromethane), ClCCl (dichloromethane). Run at temperature 0 celsius, time 1 hour. Yields the product BrC=1C=C2N(C[C@@H](N(C2=CC1)C(C(F)(F)F)=O)C)C(C1=C(C=CC=C1)F)=O ((S)-1-(6-bromo-4-(2-fluorobenzoyl)-2-methyl-3,4-dihydroquinoxaline-1(2H)-yl)-2,2,2-trifluoroethanone). The yield is 99.6%. Reaction SMILES: [Br:1][C:2]1[CH:3]=[C:4]2[C:9](=[CH:10][CH:11]=1)[N:8]([C:12](=[O:17])[C:13]([F:16])([F:15])[F:14])[C@@H:7]([CH3:18])[CH2:6][NH:5]2.N1C=CC=CC=1.[F:25][C:26]1[CH:34]=[CH:33][CH:32]=[CH:31][C:27]=1[C:28](Cl)=[O:29]>ClCCl>[Br:1][C:2]1[CH:3]=[C:4]2[C:9](=[CH:10][CH:11]=1)[N:8]([C:12](=[O:17])[C:13]([F:14])([F:16])[F:15])[C@@H:7]([CH3:18])[CH2:6][N:5]2[C:28](=[O:29])[C:27]1[CH:31]=[CH:32][CH:33]=[CH:34][C:26]=1[F:25]. Procedure details: A 50-mL round bottomed flask equipped with a magnetic stir bar was charged with (S)-1-(6-bromo-2-methyl-3,4-dihydroquinoxaline-1(2H)-yl)-2,2,2-trifluoroethanone (0.500 g, 1.547 mmol), dichloromethane (10 mL), and pyridine (0.188 mL, 2.321 mmol). The resulting solution was cooled to 0° C. and slowly treated with 2-fluorobenzoyl chloride (0.194 mL, 1.625 mmol). The solution was stirred at 0° C. for 1 h and then allowed to warm to rt. After stirring overnight at rt, the reaction mixture was diluted... Reactants: NC1=C(C=C(C=C1)S(=O)(=O)N(C1=NC=NS1)CC1=CC=C(C=C1)OC)O (4-amino-3-hydroxy-N-(4-methoxybenzyl)-N-(1,2,4-thiadiazol-5-yl)benzenesulfonamide), NC1=C(C=C(C=C1)S(=O)(=O)N(C1=NC=NS1)CC1=CC=C(C=C1)OC)O (4-amino-3-hydroxy-N-(4-methoxybenzyl)-N-(1,2,4-thiadiazol-5-yl)benzenesulfonamide), C(=O)([O-])[O-].[K+].[K+] (K2CO3), ClCC(=O)Cl (2-chloroacetyl chloride), O1NC(CC=C1)=O (oxazinone). Run in [Cl-].[NH4+] (ammonium chloride), CN(C)C=O (DMF). Run at temperature 0 celsius, time 5 minute. The product is COC1=CC=C(CN(S(=O)(=O)C=2C=CC3=C(OCC(N3)=O)C2)C2=NC=NS2)C=C1 (N-(4-methoxybenzyl)-3-oxo-N-(1,2,4-thiadiazol-5-yl)-3,4-dihydro-2H-benzo[b][1,4]oxazine-7-sulfonamide). The yield is 50.8%. As a reaction SMILES: [NH2:1][C:2]1[CH:7]=[CH:6][C:5]([S:8]([N:11]([CH2:17][C:18]2[CH:23]=[CH:22][C:21]([O:24][CH3:25])=[CH:20][CH:19]=2)[C:12]2[S:16][N:15]=[CH:14][N:13]=2)(=[O:10])=[O:9])=[CH:4][C:3]=1[OH:26].C([O-])([O-])=O.[K+].[K+].Cl[CH2:34][C:35](Cl)=[O:36].O1C=CCC(=O)N1>CN(C=O)C.[Cl-].[NH4+]>[CH3:25][O:24][C:21]1[CH:22]=[CH:23][C:18]([CH2:17][N:11]([C:12]2[S:16][N:15]=[CH:14][N:13]=2)[S:8]([C:5]2[CH:6]=[CH:7][C:2]3[NH:1][C:35](=[O:36])[CH2:34][O:26][C:3]=3[CH:4]=2)(=[O:9])=[O:10])=[CH:19][CH:20]=1 |f:1.2.3,7.8|. Procedure: A 250 mL round bottom flask was charged with 4-amino-3-hydroxy-N-(4-methoxybenzyl)-N-(1,2,4-thiadiazol-5-yl)benzenesulfonamide (INTERMEDIATE J, 2.450 g, 6.24 mmol) and K2CO3 (2.59 g, 18.73 mmol), and diluted with DMF (62.4 mL) under an inert atmosphere. The reaction mixture was cooled to 0° C. in an ice-water bath, and 2-chloroacetyl chloride (0.596 mL, 7.49 mmol) was added (color change from orange to light yellow suspension). After stirring for 5 minutes, the reaction was warmed to rt. After 3... Reactants: solution, Cl (hydrogen chloride), C(=O)(OC(C)(C)C)N[C@@H](CC1=CC=CC=C1)C(=O)C1C2(CC3CC(CC1(C3)N)C2)C(=O)OC (methyl Boc-phenylalanyl-3-amino-1-adamantanecarboxylate). Run in O1CCOCC1 (dioxane), O1CCOCC1 (dioxane). Reaction conditions: time 10 minute. The product is Cl.N[C@@H](CC1=CC=CC=C1)C(=O)C1C2(CC3CC(CC1(C3)N)C2)C(=O)OC (methyl L-phenylalanyl-3-amino-1-adamantanecarboxylate hydrochloride). RXN SMILES: C([NH:8][C@H:9]([C:17]([CH:19]1[C:26]2([NH2:28])[CH2:27][CH:22]3[CH2:23][CH:24]([CH2:29][C:20]1([C:30]([O:32][CH3:33])=[O:31])[CH2:21]3)[CH2:25]2)=[O:18])[CH2:10][C:11]1[CH:16]=[CH:15][CH:14]=[CH:13][CH:12]=1)(OC(C)(C)C)=O.[ClH:34]>O1CCOCC1>[ClH:34].[NH2:8][C@H:9]([C:17]([CH:19]1[C:26]2([NH2:28])[CH2:27][CH:22]3[CH2:23][CH:24]([CH2:29][C:20]1([C:30]([O:32][CH3:33])=[O:31])[CH2:21]3)[CH2:25]2)=[O:18])[CH2:10][C:11]1[CH:16]=[CH:15][CH:14]=[CH:13][CH:12]=1 |f:3.4|. Procedure: 5.48 g of methyl Boc-phenylalanyl-3-amino-1-adamantanecarboxylate is dissolved in 15 ml of dioxane and 20 ml of a 5.9 M solution of hydrogen chloride in dioxane is added. After standing for 10 minutes at room temperature the solvent is removed under reduced pressure and the residue is stirred with diethyl ether. The crystalline product is collected by filtration, washed with diethyl ether and dried in a vacuum oven for 16 hours at 50° C. and 0.1 mm pressure to give methyl L-phenylalanyl-3-amino-... The reactants are Cl, CCOC(=O)CCN(CC)C(=O)N1CC(Oc2cccc(C3NC(=O)c4cc(S(N)(=O)=O)c(Cl)cc4N3)c2)CC1C(=O)O, [Na+], C1CCOC1, [OH-]. Product: CCN(CCC(=O)O)C(=O)N1CC(Oc2cccc(C3NC(=O)c4cc(S(N)(=O)=O)c(Cl)cc4N3)c2)CC1C(=O)O. Reaction SMILES: [ClH:46].[NH2:1][S:2](=[O:3])(=[O:4])[c:5]1[cH:6][c:7]2[c:12]([cH:13][c:14]1[Cl:15])[NH:11][CH:10]([c:16]1[cH:17][c:18]([O:19][CH:20]3[CH2:21][CH:22]([C:37](=[O:38])[OH:39])[N:23]([C:25](=[O:26])[N:27]([CH2:28][CH3:29])[CH2:30][CH2:31][C:32](=[O:33])[O:34][CH2:35][CH3:36])[CH2:24]3)[cH:40][cH:41][cH:42]1)[NH:9][C:8]2=[O:43].[Na+:45].[O:47]1[CH2:48][CH2:49][CH2:50][CH2:51]1.[OH-:44]>>[NH2:1][S:2](=[O:3])(=[O:4])[c:5]1[cH:6][c:7]2[c:12]([cH:13][c:14]1[Cl:15])[NH:11][CH:10]([c:16]1[cH:17][c:18]([O:19][CH:20]3[CH2:21][CH:22]([C:37](=[O:38])[OH:39])[N:23]([C:25](=[O:26])[N:27]([CH2:28][CH3:29])[CH2:30][CH2:31][C:32](=[O:33])[OH:34])[CH2:24]3)[cH:40][cH:41][cH:42]1)[NH:9][C:8]2=[O:43]. The reactants are [Cl-].[Li+] (lithium chloride), C(C)C1=CC=C(COC2=C(C=C(C=C2)I)OC)C=C1 (1-(4-ethylbenzyloxy)-4-iodo-2-methoxybenzene), BrC(C)Br (dibromoethane), Cl[Si](C)(C)C (chlorotrimethylsilane), C(C)C1=CC=C(COC2=C(C=C(C=C2)I)OC)C=C1 (1-(4-Ethylbenzyloxy)-4-iodo-2-methoxybenzene), [NH4+].[Cl-] (NH4Cl), C(=O)(OC(C)(C)C)N1CC(C1)I (1-Boc-3-iodoazetidine). The reagents and catalysts are [Zn] (zinc). Solvent: O1CCCC1 (tetrahydrofuran), O1CCCC1 (tetrahydrofuran), C1([P]([Pd][P](C2=CC=CC=C2)(C3=CC=CC=C3)C4=CC=CC=C4)(C5=CC=CC=C5)C6=CC=CC=C6)=CC=CC=C1 (bis(triphenylphosphine)palladium), O1CCCC1 (tetrahydrofuran). Conditions: temperature 70 celsius, time 10 minute. Yields the product C(C)C1=CC=C(COC2=C(C=C(C=C2)C2CN(C2)C(=O)OC(C)(C)C)OC)C=C1 (tert-Butyl 3-[4-(4-ethylbenzyloxy)-3-methoxyphenyl]-azetidine-1-carboxylate). Isolated yield 51.7%. RXN SMILES: [Cl-].[Li+].BrC(Br)C.Cl[Si](C)(C)C.[C:12]([N:19]1[CH2:22][CH:21](I)[CH2:20]1)([O:14][C:15]([CH3:18])([CH3:17])[CH3:16])=[O:13].[CH2:24]([C:26]1[CH:42]=[CH:41][C:29]([CH2:30][O:31][C:32]2[CH:37]=[CH:36][C:35](I)=[CH:34][C:33]=2[O:39][CH3:40])=[CH:28][CH:27]=1)[CH3:25].[NH4+].[Cl-]>O1CCCC1.C1(C=CC=CC=1)[P](C1C=CC=CC=1)(C1C=CC=CC=1)[Pd][P](C1C=CC=CC=1)(C1C=CC=CC=1)C1C=CC=CC=1.[Zn]>[CH2:24]([C:26]1[CH:42]=[CH:41][C:29]([CH2:30][O:31][C:32]2[CH:37]=[CH:36][C:35]([CH:21]3[CH2:22][N:19]([C:12]([O:14][C:15]([CH3:18])([CH3:17])[CH3:16])=[O:13])[CH2:20]3)=[CH:34][C:33]=2[O:39][CH3:40])=[CH:28][CH:27]=1)[CH3:25] |f:0.1,6.7,^1:55,69|. Procedure details: To a suspension of zinc (20.7 g) and lithium chloride (10 g) in THF (120 mL) were added dibromoethane (2 mL) and chlorotrimethylsilane (3 mL) at 70° C. under argon atmosphere. The mixture was stirred at 70° C. for 10 min. A solution of 1-Boc-3-iodoazetidine (67 g) in THF (120 mL) was added dropwise to the mixture at RT. The reaction mixture was stirred for 1 hr. To the mixture were added a solution of 1-(4-ethylbenzyloxy)-4-iodo-2-methoxybenzene (58.1 g) prepared in (1) in THF (120 mL) and bis(t...